Task: describe an organic reaction: reactants, conditions, products, and yield. Dataset: the Open Reaction Database (ORD), a public repository of structured organic reaction records Reactants: COC(=O)c1ccc(N2CCN(CCOCc3ccccc3)CC2)c(Br)c1, CN(C)C=O, CC=CB(O)O, [Na+], [Na+], O=C([O-])[O-], O. Product: CC=Cc1cc(C(=O)OC)ccc1N1CCN(CCOCc2ccccc2)CC1. Reaction SMILES: [CH2:1]([c:2]1[cH:3][cH:4][cH:5][cH:6][cH:7]1)[O:8][CH2:9][CH2:10][N:11]1[CH2:12][CH2:13][N:14]([c:17]2[c:18]([Br:27])[cH:19][c:20]([C:21](=[O:22])[O:23][CH3:24])[cH:25][cH:26]2)[CH2:15][CH2:16]1.[CH3:41][N:42]([CH3:43])[CH:44]=[O:45].[CH:29](=[CH:30][CH3:31])[B:32]([OH:33])[OH:34].[Na+:35].[Na+:36].[O-:37][C:38](=[O:39])[O-:40].[OH2:28]>>[CH2:1]([c:2]1[cH:3][cH:4][cH:5][cH:6][cH:7]1)[O:8][CH2:9][CH2:10][N:11]1[CH2:12][CH2:13][N:14]([c:17]2[c:18]([CH:29]=[CH:30][CH3:31])[cH:19][c:20]([C:21](=[O:22])[O:23][CH3:24])[cH:25][cH:26]2)[CH2:15][CH2:16]1. The reactants are COC(=O)CCC(=O)Cl, COC(=O)c1ccc(Cl)cc1N, c1ccncc1, c1ccccc1. The product is COC(=O)CCC(=O)Nc1cc(Cl)ccc1C(=O)OC. Reaction SMILES: [C:19](=[O:20])([O:21][CH3:22])[CH2:23][CH2:24][C:25](=[O:26])[Cl:27].[Cl:1][c:2]1[cH:3][c:4]([NH2:12])[c:5]([C:6](=[O:7])[O:8][CH3:9])[cH:10][cH:11]1.[cH:13]1[cH:14][cH:15][n:16][cH:17][cH:18]1.[cH:28]1[cH:29][cH:30][cH:31][cH:32][cH:33]1>>[Cl:1][c:2]1[cH:3][c:4]([NH:12][C:25]([CH2:24][CH2:23][C:19](=[O:20])[O:21][CH3:22])=[O:26])[c:5]([C:6](=[O:7])[O:8][CH3:9])[cH:10][cH:11]1. Starting materials: CCNCC, CC(C)(CC(=O)Cl)N=[N+]=[N-], O. Product: CCN(CC)C(=O)CC(C)(C)N=[N+]=[N-]. Reaction SMILES: [CH2:11]([CH3:12])[NH:13][CH2:14][CH3:15].[N:1](=[N+:2]=[N-:3])[C:4]([CH2:5][C:6](=[O:7])[Cl:8])([CH3:9])[CH3:10].[OH2:16]>>[N:1](=[N+:2]=[N-:3])[C:4]([CH2:5][C:6](=[O:7])[N:13]([CH2:11][CH3:12])[CH2:14][CH3:15])([CH3:9])[CH3:10]. The reactants are III, Cl (hydrogen chloride), C (charcoal), O1C(CN2C(=NC=C2)[N+](=O)[O-])C1 (1-(2,3-epoxypropyl)-2-nitroimidazole), [N+](=O)([O-])C=1NC=CN1 (Nitroimidazole), [Cl-].FCC[NH3+] (2-fluoroethylammonium chloride), [OH-].[Na+] (sodium hydroxide). Solvent: C(C)O (ethanol), C(C)O (ethanol). Product: Cl.[N+](=O)([O-])C=1N(C=CN1)CC(CNCCF)O (1-(2-nitro-1-imidazolyl)-3-(2-fluoroethylamino)-2-propanol hydrochloride), solid. Yield: 68.9%. RXN SMILES: [O:1]1[CH2:12][CH:2]1[CH2:3][N:4]1[CH:8]=[CH:7][N:6]=[C:5]1[N+:9]([O-:11])=[O:10].[N+](C1NC=CN=1)([O-])=O.[Cl-:21].[F:22][CH2:23][CH2:24][NH3+:25].[OH-].[Na+].C.Cl>C(O)C>[ClH:21].[N+:9]([C:5]1[N:4]([CH2:3][CH:2]([OH:1])[CH2:12][NH:25][CH2:24][CH2:23][F:22])[CH:8]=[CH:7][N:6]=1)([O-:11])=[O:10] |f:2.3,4.5,9.10|. Procedure details: A mixture of 1-(2,3-epoxypropyl)-2-nitroimidazole prepared by the method described by Beaman et al. [Beaman, A. G., Tautz, W. and Duschinsky, R., 1968; Studies in the Nitroimidazole Series. III, Antimicrobial Agents and Chemotherapy, pp. 520-530] (4.00 g, 23.7 mmol), 2-fluoroethylammonium chloride (5.00 g, 50.2 mmol) and sodium hydroxide (2.00 g, 50.0 mmol) in ethanol (60 cm3) was stirred at 15° C. for 30 minutes then heated under reflux for 3 hours. The reaction mixture was then treated with de... Starting materials: FC1=CC=C(C=C1)CC1=CN=C2C(=C(C(N(C2=C1)CCCS(=O)(=O)C)=O)C(=O)OCC)O (ethyl 7-[(4-fluorophenyl)methyl]-4-hydroxy-1-[3-(methylsulfonyl)propyl]-2-oxo-1,2-dihydro-1,5-naphthyridine-3-carboxylate), COCCN (2-methoxyethylamine). Yields the product FC1=CC=C(C=C1)CC1=CN=C2C(=C(C(N(C2=C1)CCCS(=O)(=O)C)=O)C(=O)NCCOC)O (7-[(4-Fluorophenyl)methyl]-4-hydroxy-N-[2-(methyloxy)ethyl]-1-[3-(methylsulfonyl)propyl]-2-oxo-1,2-dihydro-1,5-naphthyridine-3-carboxamide). As a reaction SMILES: [F:1][C:2]1[CH:7]=[CH:6][C:5]([CH2:8][C:9]2[CH:18]=[C:17]3[C:12]([C:13]([OH:32])=[C:14]([C:27](OCC)=[O:28])[C:15](=[O:26])[N:16]3[CH2:19][CH2:20][CH2:21][S:22]([CH3:25])(=[O:24])=[O:23])=[N:11][CH:10]=2)=[CH:4][CH:3]=1.[CH3:33][O:34][CH2:35][CH2:36][NH2:37]>>[F:1][C:2]1[CH:7]=[CH:6][C:5]([CH2:8][C:9]2[CH:18]=[C:17]3[C:12]([C:13]([OH:32])=[C:14]([C:27]([NH:37][CH2:36][CH2:35][O:34][CH3:33])=[O:28])[C:15](=[O:26])[N:16]3[CH2:19][CH2:20][CH2:21][S:22]([CH3:25])(=[O:24])=[O:23])=[N:11][CH:10]=2)=[CH:4][CH:3]=1. Procedure details: This compound was prepared from ethyl 7-[(4-fluorophenyl)methyl]-4-hydroxy-1-[3-(methylsulfonyl)propyl]-2-oxo-1,2-dihydro-1,5-naphthyridine-3-carboxylate and 2-methoxyethylamine employing methods similar to those described in Example 202 and was obtained as a white solid. 1H NMR (400 MHz, CDCl3) δ 10.22 (s, 1 H), 8.57 (s, 1 H), 7.67 (s, 1 H), 7.21 (dd, J=8.6, 5.5 Hz, 2 H), 7.01 (t, J=8.7 Hz, 2 H), 4.39 (t, J=7.8 Hz, 2 H), 4.12 (s, 2 H), 3.65 (m, 2 H), 3.59 (m, 2 H), 3.41 (s, 3 H), 3.14 (t, J=7.0... The reactants are FC1=C(C=CC(=C1)F)C1(OC1)C(C1=NC=C(C=C1)OCC(F)(F)F)(F)F (2-((2-(2,4-difluorophenyl)oxiran-2-yl)difluoromethyl)-5-(2,2,2-trifluoroethoxy)pyridine), [Cl-].[NH4+] (ammonium chloride), [N-]=[N+]=[N-].[Na+] (sodium azide), N#N (N2). The solvent is CO (MeOH). Reaction conditions: temperature 50 celsius, time 16 hour. Product: N(=[N+]=[N-])CC(C(C1=NC=C(C=C1)OCC(F)(F)F)(F)F)(O)C1=C(C=C(C=C1)F)F (3-azido-2-(2,4-difluorophenyl)-1,1-difluoro-1-(5-(2,2,2-trifluoroethoxy)pyridin-2-yl)propan-2-ol). RXN SMILES: [F:1][C:2]1[CH:7]=[C:6]([F:8])[CH:5]=[CH:4][C:3]=1[C:9]1([C:12]([F:26])([F:25])[C:13]2[CH:18]=[CH:17][C:16]([O:19][CH2:20][C:21]([F:24])([F:23])[F:22])=[CH:15][N:14]=2)[CH2:11][O:10]1.[Cl-].[NH4+].[N-:29]=[N+:30]=[N-:31].[Na+].N#N>CO>[N:29]([CH2:11][C:9]([C:3]1[CH:4]=[CH:5][C:6]([F:8])=[CH:7][C:2]=1[F:1])([OH:10])[C:12]([F:26])([F:25])[C:13]1[CH:18]=[CH:17][C:16]([O:19][CH2:20][C:21]([F:24])([F:23])[F:22])=[CH:15][N:14]=1)=[N+:30]=[N-:31] |f:1.2,3.4|. Reported procedure: To a magnetically stirred mixture of 2-((2-(2,4-difluorophenyl)oxiran-2-yl)difluoromethyl)-5-(2,2,2-trifluoroethoxy)pyridine (775 mg, 2.033 mmol) and ammonium chloride (326 mg, 6.10 mmol) in MeOH (6.776 mL) was added sodium azide (396 mg, 6.10 mmol) in a 20 mL vial under a N2 atmosphere. The reaction mixture was stirred at 50° C. for 16 h. The reaction was cooled to rt, then volatiles were removed under a gentle stream of N2. Et2O was added to the resulting residue and stirred rapidly for 5 min,...